The task is: describe an organic reaction: reactants, conditions, products, and yield. This data is from the Open Reaction Database (ORD), a public repository of structured organic reaction records. Reactants: ClC1=C(C=CC(=C1Cl)OC)S(=O)(=O)Cl (2,3-dichloro-4-methoxybenzenesulfonyl chloride), ice, S(O)(O)(=O)=O (sulfuric acid). The reagents and catalysts are [Zn] (zinc). Run in ClCCl (dichloromethane). The product is ClC1=C(C=CC(=C1Cl)OC)S (2,3-dichloro-4-methoxy-thiophenol). Isolated yield 77.4%. RXN SMILES: [Cl:1][C:2]1[C:7]([Cl:8])=[C:6]([O:9][CH3:10])[CH:5]=[CH:4][C:3]=1[S:11](Cl)(=O)=O.S(=O)(=O)(O)O>ClCCl.[Zn]>[Cl:1][C:2]1[C:7]([Cl:8])=[C:6]([O:9][CH3:10])[CH:5]=[CH:4][C:3]=1[SH:11]. Procedure: A mixture of 9.37 g of 2,3-dichloro-4-methoxybenzenesulfonyl chloride, 72 g of crushed ice, 24 g of conc. sulfuric acid and 12 g of zinc dust is stirred under reflux for 16 hours. The mixture is diluted with dichloromethane, cooled and stirred at room temperature for 2 hours. Filtration removes the unreacted zinc and the organic extracts are washed with water, sodium bicarbonate solution and dried over anhydrous magnesium sulfate. Removal of solvent in vacuo leaves a white solid which is recryst... Reactants: ClC=1C=C(C(=O)O)C=C(C1)[N+](=O)[O-] (3-chloro-5-nitrobenzoic acid), O (water). Reagents/catalysts: [Pd] (Pd/C). Run in CO (MeOH), Cl (HCl). Run at time 30 minute. The product is Cl.NC=1C=C(C(=O)O)C=C(C1)Cl (3-Amino-5-chlorobenzoic acid hydrochloride). As a reaction SMILES: [Cl:1][C:2]1[CH:3]=[C:4]([CH:8]=[C:9]([N+:11]([O-])=O)[CH:10]=1)[C:5]([OH:7])=[O:6].O>CO.Cl.[Pd]>[ClH:1].[NH2:11][C:9]1[CH:8]=[C:4]([CH:3]=[C:2]([Cl:1])[CH:10]=1)[C:5]([OH:7])=[O:6] |f:5.6|. Reported procedure: A mixture of 3-chloro-5-nitrobenzoic acid (10.0 g) and 10% Pd/C (0.3 g) in MeOH (100 mL) and 6N HCl (30 mL) was shaken under 30 psi H2 in a Parr apparatus for 30 min, then filtered through Celite and evaporated. The residue was crystallized from 6N HCl to yield the product. More highly purified material was obtained by a second crystallization from water. 1H-NMR (d4-CD3OD): δ 7.24 (1H, dd, J=1.4, 2.0 Hz), 7.20 (1H, dd, J=1.6, 2.0 Hz), 6.87 (1H, t, J=2.0 Hz). 13C-NMR (d4-CD3OD): δ 167.6, 149.5, 1... Starting materials: CC(C)Cc1nc(C(F)(F)F)ccc1C=CC(=O)O, Cl, CS(=O)(=O)Nc1c(F)cc(CN)cc1F. The product is CC(C)Cc1nc(C(F)(F)F)ccc1C=CC(=O)NCc1cc(F)c(NS(C)(=O)=O)c(F)c1. Reaction SMILES: [CH2:17]([CH:18]([CH3:19])[CH3:20])[c:21]1[n:22][c:23]([C:32]([F:33])([F:34])[F:35])[cH:24][cH:25][c:26]1[CH:27]=[CH:28][C:29](=[O:30])[OH:31].[ClH:16].[NH2:1][CH2:2][c:3]1[cH:4][c:5]([F:15])[c:6]([NH:10][S:11](=[O:12])(=[O:13])[CH3:14])[c:7]([F:9])[cH:8]1>>[NH:1]([CH2:2][c:3]1[cH:4][c:5]([F:15])[c:6]([NH:10][S:11](=[O:12])(=[O:13])[CH3:14])[c:7]([F:9])[cH:8]1)[C:29]([CH:28]=[CH:27][c:26]1[c:21]([CH2:17][CH:18]([CH3:19])[CH3:20])[n:22][c:23]([C:32]([F:33])([F:34])[F:35])[cH:24][cH:25]1)=[O:30]. The reactants are CC(C)(C)OC(=O)Nc1ccccc1[Sn](C)(C)C, C1COCCO1, Clc1cnccn1, [Cu+], c1ccc(P(c2ccccc2)(c2ccccc2)[Pd](P(c2ccccc2)(c2ccccc2)c2ccccc2)(P(c2ccccc2)(c2ccccc2)c2ccccc2)P(c2ccccc2)(c2ccccc2)c2ccccc2)cc1. Yields the product CC(C)(C)OC(=O)Nc1ccccc1-c1cnccn1. RXN SMILES: [C:1]([CH3:2])([CH3:3])([CH3:4])[O:5][C:6]([NH:7][c:8]1[c:9]([Sn:14]([CH3:15])([CH3:16])[CH3:17])[cH:10][cH:11][cH:12][cH:13]1)=[O:18].[CH2:26]1[O:27][CH2:28][CH2:29][O:30][CH2:31]1.[Cl:19][c:20]1[n:21][cH:22][cH:23][n:24][cH:25]1.[Cu+:109].[cH:32]1[cH:33][cH:34][c:35]([P:36]([Pd:37]([P:38]([c:39]2[cH:40][cH:41][cH:42][cH:43][cH:44]2)([c:45]2[cH:46][cH:47][cH:48][cH:49][cH:50]2)[c:51]2[cH:52][cH:53][cH:54][cH:55][cH:56]2)([P:57]([c:58]2[cH:59][cH:60][cH:61][cH:62][cH:63]2)([c:64]2[cH:65][cH:66][cH:67][cH:68][cH:69]2)[c:70]2[cH:71][cH:72][cH:73][cH:74][cH:75]2)[P:76]([c:77]2[cH:78][cH:79][cH:80][cH:81][cH:82]2)([c:83]2[cH:84][cH:85][cH:86][cH:87][cH:88]2)[c:89]2[cH:90][cH:91][cH:92][cH:93][cH:94]2)([c:95]2[cH:96][cH:97][cH:98][cH:99][cH:100]2)[c:101]2[cH:102][cH:103][cH:104][cH:105][cH:106]2)[cH:107][cH:108]1>>[C:1]([CH3:2])([CH3:3])([CH3:4])[O:5][C:6]([NH:7][c:8]1[c:9](-[c:20]2[n:21][cH:22][cH:23][n:24][cH:25]2)[cH:10][cH:11][cH:12][cH:13]1)=[O:18]. The reactants are C(C1=CC=CC=C1)N([C@@H](C)C(=O)OC)C(=O)C1(CC1)CNC(=O)OC(C)(C)C (methyl N-benzyl-N-[(1-{[(tert-butoxycarbonyl)amino]methyl}cyclopropyl)carbonyl]-L-alaninate), C[Al](C)C (AlMe3), solution, C[Al](C)C (AlMe3). Run in C1(=CC=CC=C1)C (toluene), C1(=CC=CC=C1)C (toluene), C(Cl)Cl (CH2Cl2), C(=O)(C(F)(F)F)O (TFA). Reaction conditions: time 8 hour. The product is C(C1=CC=CC=C1)N1C(C2(CC2)CNC([C@@H]1C)=O)=O ((6S)-5-benzyl-6-methyl-5,8-diazaspiro[2.6]nonane-4,7-dione). As a reaction SMILES: [CH2:1]([N:8]([C:15]([C:17]1([CH2:20][NH:21][C:22]([O:24]C(C)(C)C)=O)[CH2:19][CH2:18]1)=[O:16])[C@H:9](C(OC)=O)[CH3:10])[C:2]1[CH:7]=[CH:6][CH:5]=[CH:4][CH:3]=1.C[Al](C)C>C(Cl)Cl.C(O)(C(F)(F)F)=O.C1(C)C=CC=CC=1>[CH2:1]([N:8]1[C@@H:9]([CH3:10])[C:22](=[O:24])[NH:21][CH2:20][C:17]2([CH2:19][CH2:18]2)[C:15]1=[O:16])[C:2]1[CH:7]=[CH:6][CH:5]=[CH:4][CH:3]=1. Procedure details: A solution of 2.8 g (7.2 mmol) 2-1 in 75 mL CH2Cl2 and 5 mL TFA was allowed to stir at room temperature overnight. The solvents were removed by rotary evaporation, the residue was basified with saturated aqueous Na2CO3, and extracted with three portions of 2:1 CHCl3/EtOH. The organic extracts were concentrated, redissolved in CH2Cl2, filtered and concentrated to provide a brown oil. This material was dissolved in 75 mL of toluene, cooled to 0° C. and 8.4 mL (16.9 mmol) of a 2 M solution of AlMe3... Starting materials: CCSCC1CNC(C)(C)O1, CCSCC1CN(C(=O)CCl)C(C)(C)O1, O=C(Cl)C(Cl)Cl, [Na+], [OH-], c1ccccc1. Product: CCSCC1CN(C(=O)C(Cl)Cl)C(C)(C)O1. Reaction SMILES: [CH3:1][C:2]1([CH3:11])[O:3][CH:4]([CH2:7][S:8][CH2:9][CH3:10])[CH2:5][NH:6]1.[CH3:20][C:21]1([CH3:22])[N:23]([C:24](=[O:25])[CH2:26][Cl:27])[CH2:28][CH:29]([CH2:30][S:31][CH2:32][CH3:33])[O:34]1.[Cl:14][CH:15]([Cl:16])[C:17]([Cl:18])=[O:19].[Na+:13].[OH-:12].[cH:35]1[cH:36][cH:37][cH:38][cH:39][cH:40]1>>[CH3:1][C:2]1([CH3:11])[O:3][CH:4]([CH2:7][S:8][CH2:9][CH3:10])[CH2:5][N:6]1[C:17]([CH:15]([Cl:14])[Cl:16])=[O:19]. Starting materials: ClC1=CC2=C(OC3=C(C(=N2)N2CCN4C[C@H](C[C@H]4C2)O)C=CC=C3)C=C1 (8-chloro-11-[(6S,8S)-8-hydroxy-1,4-diazabicyclo[4.3.0]non-4-yl]-dibenz[b,f]-1,4-oxazepine), C(C1=CC=CC=C1)(=O)O (benzoic acid), C1(=CC=CC=C1)P(C1=CC=CC=C1)C1=CC=CC=C1 (triphenylphosphine), N(=NC(=O)OCC)C(=O)OCC (diethyl azodicarboxylate). Solvent: C(Cl)Cl (methylene chloride). Run at time 8 hour. The product is ClC1=CC2=C(OC3=C(C(=N2)N2CCN4C[C@@H](C[C@H]4C2)C(C2=CC=CC=C2)=O)C=CC=C3)C=C1 (8-chloro-11-[(6S,8R)-8-benzoyl-1,4-diazabicyclo[4.3.0]non-4-yl]-dibenz[b,f]-1,4-oxazepine). Yield: 65.1%. RXN SMILES: [Cl:1][C:2]1[CH:26]=[CH:25][C:5]2[O:6][C:7]3[CH:24]=[CH:23][CH:22]=[CH:21][C:8]=3[C:9]([N:11]3[CH2:19][C@H:18]4[N:14]([CH2:15][C@@H:16](O)[CH2:17]4)[CH2:13][CH2:12]3)=[N:10][C:4]=2[CH:3]=1.[C:27](O)(=[O:34])[C:28]1[CH:33]=[CH:32][CH:31]=[CH:30][CH:29]=1.C1(P(C2C=CC=CC=2)C2C=CC=CC=2)C=CC=CC=1.N(C(OCC)=O)=NC(OCC)=O>C(Cl)Cl>[Cl:1][C:2]1[CH:26]=[CH:25][C:5]2[O:6][C:7]3[CH:24]=[CH:23][CH:22]=[CH:21][C:8]=3[C:9]([N:11]3[CH2:19][C@H:18]4[N:14]([CH2:15][C@H:16]([C:27](=[O:34])[C:28]5[CH:33]=[CH:32][CH:31]=[CH:30][CH:29]=5)[CH2:17]4)[CH2:13][CH2:12]3)=[N:10][C:4]=2[CH:3]=1. Procedure details: To a solution of 8-chloro-11-[(6S,8S)-8-hydroxy-1,4-diazabicyclo[4.3.0]non-4-yl]-dibenz[b,f]-1,4-oxazepine (64 mg, 0.173 mmol), benzoic acid (42.3 mg, 0.346 mmol) and triphenylphosphine (91.0 mg, 0.346 mmol) in anhydrous methylene chloride (20 mL) at 0° C. under argon was added diethyl azodicarboxylate (60.3 mg, 0.346 mmol) via syringe. The reaction mixture was allowed to warm to room temperature and was stirred overnight. The product was absorbed onto silica gel and purified by flash column chr...